This data is from the Open Reaction Database (ORD), a public repository of structured organic reaction records. The task is: describe an organic reaction: reactants, conditions, products, and yield The reactants are 325, [N+](=O)(O)[O-] (nitric acid), S(O)(O)(=O)=O (sulfuric acid), ClC1=C(C=C(C=C1)C(C)(C)C)Cl (1,2-dichloro-4-(1,1-dimethylethyl)benzene). Conditions: time 30 minute. Product: 34.5, ClC1=C(C=C(C(=C1)[N+](=O)[O-])C(C)(C)C)Cl (1,2-dichloro-4-(1,1-dimethylethyl)-5-nitrobenzene). Reaction SMILES: [N+:1]([O-:4])(O)=[O:2].S(=O)(=O)(O)O.[Cl:10][C:11]1[CH:16]=[CH:15][C:14]([C:17]([CH3:20])([CH3:19])[CH3:18])=[CH:13][C:12]=1[Cl:21]>>[Cl:10][C:11]1[CH:16]=[C:15]([N+:1]([O-:4])=[O:2])[C:14]([C:17]([CH3:19])([CH3:18])[CH3:20])=[CH:13][C:12]=1[Cl:21]. Procedure: To a stirred and cooled (-5° C) mixture of 325 parts of nitric acid and 975 parts of a concentrated sulfuric acid solution are added dropwise 220 parts of 1,2-dichloro-4-(1,1-dimethylethyl)benzene. Upon completion, stirring is continued for 30 minutes at 5° C. The reaction mixture is poured onto water: the product precipitates as an oil. The supernatant aqueous water: is decanted and the residual oil is extracted with trichloromethane. The extract is washed with water, dried, filtered and evapor... Starting materials: NC1=CC=C(CCN2CCN(CC2)C=2C=C(C=CC2)C)C=C1 (N-(p-amino-phenethyl)-N'-(m-tolyl)-piperazine), ClCCCN=C=O (3-chloropropyl-isocyanate). The solvent is C1(=CC=CC=C1)C (toluene). Yields the product ClCCCNC(NC1=CC=C(CCN2CCN(CC2)C=2C=C(C=CC2)C)C=C1)=O (N-[p-(3-chloropropyl-ureido)-phenethyl]-N'-(m-tolyl)-piperazine). RXN SMILES: [NH2:1][C:2]1[CH:22]=[CH:21][C:5]([CH2:6][CH2:7][N:8]2[CH2:13][CH2:12][N:11]([C:14]3[CH:15]=[C:16]([CH3:20])[CH:17]=[CH:18][CH:19]=3)[CH2:10][CH2:9]2)=[CH:4][CH:3]=1.[Cl:23][CH2:24][CH2:25][CH2:26][N:27]=[C:28]=[O:29]>C1(C)C=CC=CC=1>[Cl:23][CH2:24][CH2:25][CH2:26][NH:27][C:28](=[O:29])[NH:1][C:2]1[CH:3]=[CH:4][C:5]([CH2:6][CH2:7][N:8]2[CH2:13][CH2:12][N:11]([C:14]3[CH:15]=[C:16]([CH3:20])[CH:17]=[CH:18][CH:19]=3)[CH2:10][CH2:9]2)=[CH:21][CH:22]=1. Reported procedure: 11.3 gm (38.5 millimols) of N-(p-amino-phenethyl)-N'-(m-tolyl)-piperazine, 4.6 gm (38.5 millimols) of 3-chloropropyl-isocyanate and 120 ml of toluene were admixed with each other, accompanied by gentle agitation, and the mixture was allowed to react for two hours and was then vacuum-filtered, yielding as the filter cake 90% of theory of N-[p-(3-chloropropyl-ureido)-phenethyl]-N'-(m-tolyl)-piperazine, m.p. 168° C. Reactants: C(Cl)Cl (CH2Cl2), [F-].[K+] (potassium fluoride), BrC1=CC(=C(C=C1)[C@H](C)N[S@](=O)C(C)(C)C)F ((R)—N—((S)-1-(4-bromo-2-fluorophenyl)ethyl)-2-methylpropane-2-sulfinamide), O1N=CC(=C1)B1OC(C)(C)C(C)(C)O1 (4-isoxazoleboronic acid pinacol ester). The reagents and catalysts are C1=CC=C(C=C1)P([C-]2C=CC=C2)C3=CC=CC=C3.C1=CC=C(C=C1)P([C-]2C=CC=C2)C3=CC=CC=C3.Cl[Pd]Cl.[Fe+2] (PdCl2(dppf)). Run in CS(=O)C (DMSO). Run at temperature 130 celsius. Product: EtOAc Heptanes, C(#N)CC1=CC(=C(C=C1)[C@H](C)N[S@](=O)C(C)(C)C)F ((R)—N—((S)-1-(4-(cyanomethyl)-2-fluorophenyl)ethyl)-2-methylpropane-2-sulfinamide). Yield: 51.6%. As a reaction SMILES: Br[C:2]1[CH:7]=[CH:6][C:5]([C@@H:8]([NH:10][S@@:11]([C:13]([CH3:16])([CH3:15])[CH3:14])=[O:12])[CH3:9])=[C:4]([F:17])[CH:3]=1.O1C=[C:21](B2OC(C)(C)C(C)(C)O2)[CH:20]=[N:19]1.C(Cl)Cl.[F-].[K+]>C1C=CC(P(C2C=CC=CC=2)[C-]2C=CC=C2)=CC=1.C1C=CC(P(C2C=CC=CC=2)[C-]2C=CC=C2)=CC=1.Cl[Pd]Cl.[Fe+2].CS(C)=O>[C:20]([CH2:21][C:2]1[CH:7]=[CH:6][C:5]([C@@H:8]([NH:10][S@@:11]([C:13]([CH3:16])([CH3:15])[CH3:14])=[O:12])[CH3:9])=[C:4]([F:17])[CH:3]=1)#[N:19] |f:3.4,5.6.7.8|. Reported procedure: To a microwave vial with a stir bar was added (R)—N—((S)-1-(4-bromo-2-fluorophenyl)ethyl)-2-methylpropane-2-sulfinamide (300 mg, 0.93 mmol), 4-isoxazoleboronic acid pinacol ester (218 mg, 1.12 mmol), PdCl2(dppf).CH2Cl2 adduct (76 mg, 0.09 mmol), potassium fluoride (2.7 mL, 1.0 M in water, 2.79 mmol) and finally DMSO (9 mL). The reaction mixture was degassed with bubbling nitrogen (3 min) and the vial capped and heated in a preheated oil bath at 130° C. for 18 hours. The reaction mixture was dilu...